From a dataset of the Open Reaction Database (ORD), a public repository of structured organic reaction records. describe an organic reaction: reactants, conditions, products, and yield Reactants: CCOC1Cc2ccccc2C1Nc1nc(CC)c(-c2ccc(Cl)cc2Cl)nc1CC, CCc1nc(NC2c3ccccc3CC2O)c(C)nc1-c1ccc(Cl)cc1Cl. Yields the product CCOC1Cc2ccccc2C1Nc1nc(CC)c(-c2ccc(Cl)cc2Cl)nc1C. RXN SMILES: [Cl:1][c:2]1[c:3](-[c:9]2[n:10][c:11]([CH2:30][CH3:31])[c:12]([NH:17][CH:18]3[CH:19]([O:27][CH2:28][CH3:29])[CH2:20][c:21]4[cH:22][cH:23][cH:24][cH:25][c:26]43)[n:13][c:14]2[CH2:15][CH3:16])[cH:4][cH:5][c:6]([Cl:8])[cH:7]1.[Cl:32][c:33]1[cH:34][c:35]([Cl:36])[cH:37][cH:38][c:39]1-[c:40]1[n:41][c:42]([CH3:43])[c:44]([NH:45][CH:46]2[c:47]3[c:48]([cH:49][cH:50][cH:51][cH:52]3)[CH2:53][CH:54]2[OH:55])[n:56][c:57]1[CH2:58][CH3:59]>>[Cl:1][c:2]1[c:3](-[c:9]2[n:10][c:11]([CH3:30])[c:12]([NH:17][CH:18]3[CH:19]([O:27][CH2:28][CH3:29])[CH2:20][c:21]4[cH:22][cH:23][cH:24][cH:25][c:26]43)[n:13][c:14]2[CH2:15][CH3:16])[cH:4][cH:5][c:6]([Cl:8])[cH:7]1. Starting materials: FC1=C(C=CC(=C1)Cl)C1=CC=C(C=C1)C(CCC(=O)O)=O (4-(2'-fluoro-4'-chloro-4-biphenylyl)-4-oxo-butyric acid), C1(CCCCC1)N (cyclohexylamine). Run in C(C)(C)O (isopropanol). Product: FC1=C(C=CC(=C1)Cl)C1=CC=C(C=C1)CCCC(=O)O (4-(2'-Fluoro-4'-chloro-4-biphenylyl)-butyric acid). The yield is 60.0%. Reaction SMILES: [F:1][C:2]1[CH:7]=[C:6]([Cl:8])[CH:5]=[CH:4][C:3]=1[C:9]1[CH:14]=[CH:13][C:12]([C:15](=O)[CH2:16][CH2:17][C:18]([OH:20])=[O:19])=[CH:11][CH:10]=1.C1(N)CCCCC1>C(O)(C)C>[F:1][C:2]1[CH:7]=[C:6]([Cl:8])[CH:5]=[CH:4][C:3]=1[C:9]1[CH:14]=[CH:13][C:12]([CH2:15][CH2:16][CH2:17][C:18]([OH:20])=[O:19])=[CH:11][CH:10]=1. Reported procedure: Prepared analogous to Example 1 from 4-(2'-fluoro-4'-chloro-4-biphenylyl)-4-oxo-butyric acid. yield: 60% of theory. Melting point of the cyclohexylamine salt: 134°-136° C. (from isopropanol). Reactants: CCC(CC)C(O)c1ccnn1-c1ccc(OC)cc1, C1CCOC1, CCOC(C)=O, CCOC(=O)N=NC(=O)OCC, c1ccc(P(c2ccccc2)c2ccccc2)cc1, [N-]=[N+]=NP(=O)(c1ccccc1)c1ccccc1. The product is CCC(CC)C(N=[N+]=[N-])c1ccnn1-c1ccc(OC)cc1. Reaction SMILES: [CH2:1]([CH3:2])[CH:3]([CH:4]([OH:5])[c:6]1[cH:7][cH:8][n:9][n:10]1-[c:11]1[cH:12][cH:13][c:14]([O:17][CH3:18])[cH:15][cH:16]1)[CH2:19][CH3:20].[CH2:69]1[O:70][CH2:71][CH2:72][CH2:73]1.[CH3:74][CH2:75][O:76][C:77]([CH3:78])=[O:79].[O:40]=[C:41]([O:42][CH2:43][CH3:44])[N:45]=[N:46][C:47]([O:48][CH2:49][CH3:50])=[O:51].[c:21]1([P:22]([c:23]2[cH:24][cH:25][cH:26][cH:27][cH:28]2)[c:29]2[cH:30][cH:31][cH:32][cH:33][cH:34]2)[cH:35][cH:36][cH:37][cH:38][cH:39]1.[c:52]1([P:53]([c:54]2[cH:55][cH:56][cH:57][cH:58][cH:59]2)(=[O:60])[N:66]=[N+:67]=[N-:68])[cH:61][cH:62][cH:63][cH:64][cH:65]1>>[CH2:1]([CH3:2])[CH:3]([CH:4]([c:6]1[cH:7][cH:8][n:9][n:10]1-[c:11]1[cH:12][cH:13][c:14]([O:17][CH3:18])[cH:15][cH:16]1)[N:66]=[N+:67]=[N-:68])[CH2:19][CH3:20]. Reactants: ClC1=NC=NC(=C1C1=CC=C(C=C1)C)Cl (4,6-dichloro-5-(4-methylphenyl)pyrimidine), N.C(C)O (ammonia ethanol). Run in CCOCC (ether). The product is ClC1=C(C(=NC=N1)N)C1=CC=C(C=C1)C (6-chloro-5-(4-methylphenyl)pyrimidin-4-amine). RXN SMILES: [Cl:1][C:2]1[C:7]([C:8]2[CH:13]=[CH:12][C:11]([CH3:14])=[CH:10][CH:9]=2)=[C:6](Cl)[N:5]=[CH:4][N:3]=1.[NH3:16].C(O)C>CCOCC>[Cl:1][C:2]1[N:3]=[CH:4][N:5]=[C:6]([NH2:16])[C:7]=1[C:8]1[CH:13]=[CH:12][C:11]([CH3:14])=[CH:10][CH:9]=1 |f:1.2|. Procedure: To a solution of 4,6-dichloro-5-(4-methylphenyl)pyrimidine (4.14 g) in ether (20 ml) is added 27% ammonia-ethanol solution (30 ml), and the reaction mixture is reacted at room temperature in a sealed tube for three days. The mixture is concentrated under reduced pressure, and the residue is purified by silica gel column chromatography (solvent; hexane/ethyl acetate=(10:1)~ethyl acetate) to give 6-chloro-5-(4-methylphenyl)pyrimidin-4-amine (1.89 g). The reactants are CCO, CC(C(=O)O)c1ccc(O)c([N+](=O)[O-])c1. The product is CC(C(=O)O)c1ccc(O)c(N)c1. As a reaction SMILES: [CH3:16][CH2:17][OH:18].[N+:1]([O-:2])(=[O:3])[c:4]1[cH:5][c:6]([CH:11]([C:12](=[O:13])[OH:14])[CH3:15])[cH:7][cH:8][c:9]1[OH:10]>>[NH2:1][c:4]1[cH:5][c:6]([CH:11]([C:12](=[O:13])[OH:14])[CH3:15])[cH:7][cH:8][c:9]1[OH:10]. Run in C(C)(=O)OCC (ethyl acetate), CN(C)C=O (DMF). Conditions: time 8 hour. The yield is 73.0%. Reactants: OC1=C(C(=CC(=C1)OCOCCOC)OCOCCOC)C(C)=O (1-{2-hydroxy-4,6-bis[(2-methoxyethoxy)methoxy]phenyl}ethanone), C([O-])([O-])=O.[K+].[K+] (potassium carbonate), C(C1=CC=CC=C1)Br (benzylbromide). Procedure: To a stirred suspension of 1-{2-hydroxy-4,6-bis[(2-methoxyethoxy)methoxy]phenyl}ethanone (3.53 g, 10 mmol), potassium carbonate (1.7 g, 14 mmol) in DMF (15 mL) was added benzylbromide (2.1 g, 12 mmol). After stirring overnight, the reaction mixture was diluted with ethyl acetate (100 mL) and thoroughly washed with brine. The organic phase was dried and evaporated to dryness. The crude was chromatographed on a small pad of silica gel eluting with hexane/ethyl acetate 7/1, to provide the title com... Product: C(C1=CC=CC=C1)OC1=C(C(=CC(=C1)OCOCCOC)OCOCCOC)C(C)=O (1-{2-(Benzyloxy)-4,6-bis[(2-methoxyethoxy)methoxy]phenyl}ethanone). Reaction SMILES: [OH:1][C:2]1[CH:7]=[C:6]([O:8][CH2:9][O:10][CH2:11][CH2:12][O:13][CH3:14])[CH:5]=[C:4]([O:15][CH2:16][O:17][CH2:18][CH2:19][O:20][CH3:21])[C:3]=1[C:22](=[O:24])[CH3:23].C(=O)([O-])[O-].[K+].[K+].[CH2:31](Br)[C:32]1[CH:37]=[CH:36][CH:35]=[CH:34][CH:33]=1>CN(C=O)C.C(OCC)(=O)C>[CH2:31]([O:1][C:2]1[CH:7]=[C:6]([O:8][CH2:9][O:10][CH2:11][CH2:12][O:13][CH3:14])[CH:5]=[C:4]([O:15][CH2:16][O:17][CH2:18][CH2:19][O:20][CH3:21])[C:3]=1[C:22](=[O:24])[CH3:23])[C:32]1[CH:37]=[CH:36][CH:35]=[CH:34][CH:33]=1 |f:1.2.3|. Reactants: [Al+3], CCCC(CC(=O)O)Cc1cccc(OC)c1, [Cl-], [Cl-], [Cl-], O=C(Cl)C(=O)Cl, ClCCl. Product: CCCC1CC(=O)c2ccc(OC)cc2C1. RXN SMILES: [Al+3:25].[CH3:1][O:2][c:3]1[cH:4][c:5]([CH2:9][CH:10]([CH2:11][C:12](=[O:13])[OH:14])[CH2:15][CH2:16][CH3:17])[cH:6][cH:7][cH:8]1.[Cl-:24].[Cl-:26].[Cl-:27].[Cl:18][C:19]([C:20]([Cl:21])=[O:22])=[O:23].[Cl:28][CH2:29][Cl:30]>>[CH3:1][O:2][c:3]1[cH:4][c:5]2[c:6]([cH:7][cH:8]1)[C:12](=[O:14])[CH2:11][CH:10]([CH2:15][CH2:16][CH3:17])[CH2:9]2. Reactants: ClCCl, CC(C)OC(=O)N=NC(=O)OC(C)C, OCCCl, Oc1cccc2[nH]ccc12, c1ccc(P(c2ccccc2)c2ccccc2)cc1. The product is ClCCOc1cccc2[nH]ccc12. As a reaction SMILES: [CH2:48]([Cl:49])[Cl:50].[O:34]=[C:35]([O:36][CH:37]([CH3:38])[CH3:39])[N:40]=[N:41][C:42]([O:43][CH:44]([CH3:45])[CH3:46])=[O:47].[OH:11][CH2:12][CH2:13][Cl:14].[OH:1][c:2]1[c:3]2[cH:4][cH:5][nH:6][c:7]2[cH:8][cH:9][cH:10]1.[c:15]1([P:16]([c:17]2[cH:18][cH:19][cH:20][cH:21][cH:22]2)[c:23]2[cH:24][cH:25][cH:26][cH:27][cH:28]2)[cH:29][cH:30][cH:31][cH:32][cH:33]1>>[O:1]([c:2]1[c:3]2[cH:4][cH:5][nH:6][c:7]2[cH:8][cH:9][cH:10]1)[CH2:12][CH2:13][Cl:14].